From a dataset of the Open Reaction Database (ORD), a public repository of structured organic reaction records. describe an organic reaction: reactants, conditions, products, and yield Product: C(C)C=1N(C=C(N1)C)CC1=CC=C(C(=O)OC)C=C1 (Methyl 4-[[2-ethyl-4-methyl-1H-imidazol-1-yl]methyl]benzoate), hydroxymethyl. The reactants are C(C)C=1NC=C(N1)C (2-ethyl-4-methyl-imidazole), C(=O)(OC)C1=CC=C(CBr)C=C1 ((4-carbmethoxy) benzylbromide), N1C=NC=C1 (imidazole), CC(=O)[O-].[Na+] (NaOAc), C=O (HCHO). Conditions: time 2 hour. Procedure: Methyl 4-[[2-ethyl-4-methyl-1H-imidazol-1-yl]methyl]benzoate compound was prepared from 2-ethyl-4-methyl-imidazole and (4-carbmethoxy) benzylbromide in an analogous fashion as described in Example 11. A solution of the above imidazole (2.17 g, 8.14 mmol), NaOAc (1.17 g), 37 % HCHO (10 mn) , and AcOH (1.2 mn) was heated under reflux for 22 hours. The solution was evaporated under vacuo, and the residue was stirred with 10 mL of 20% NaOH solution for 2 hours. It was diluted with water and the solu... Run in CC(=O)O (AcOH). RXN SMILES: [CH2:1]([C:3]1[NH:4][CH:5]=[C:6]([CH3:8])[N:7]=1)[CH3:2].[C:9]([C:13]1[CH:20]=[CH:19][C:16]([CH2:17]Br)=[CH:15][CH:14]=1)([O:11][CH3:12])=[O:10].N1C=CN=C1.CC([O-])=O.[Na+].C=O>CC(O)=O>[CH2:1]([C:3]1[N:4]([CH2:17][C:16]2[CH:19]=[CH:20][C:13]([C:9]([O:11][CH3:12])=[O:10])=[CH:14][CH:15]=2)[CH:5]=[C:6]([CH3:8])[N:7]=1)[CH3:2] |f:3.4|. Reactants: CC(CC(=O)O)CC (3-methylpentanoic acid), C(C)(=O)OC(C)=O (acetic acid anhydride). The product is CC(CC(=O)OC(CC(CC)C)=O)CC (3-Methylpentanoic acid anhydride). Yield: 97.0%. Reaction SMILES: [CH3:1][CH:2]([CH2:7][CH3:8])[CH2:3][C:4]([OH:6])=[O:5].C(O[C:13](=[O:15])[CH3:14])(=O)C>>[CH3:1][CH:2]([CH2:7][CH3:8])[CH2:3][C:4]([O:6][C:13](=[O:15])[CH2:14][CH:2]([CH3:1])[CH2:3][CH3:4])=[O:5]. Procedure: 3-Methylpentanoic acid anhydride was prepared from 6 moles of 3-methylpentanoic acid and 4.5 moles of acetic acid anhydride, by distilling acetic acid and the excess acetic acid anhydride from the reaction mixture at atmospheric pressure to a pot temperature of 220° C. Thereafter the desired anhydride was purified by distillation under reduced pressure. Yield: 97% of theory. The reactants are OCC(OC1=CC=C(C=C1)N1C=2N(C(=C(C1=O)CC1=CC=C(C=C1)C=1C(=CC=CC1)C#N)CCC)N=CN2)(C)C (4′-({4-[4-(2-hydroxy-1,1-dimethylethoxy)phenyl]-5-oxo-7-propyl-4,5-dihydro[1,2,4]triazolo[1,5-a]pyrimidin-6-yl}methyl)biphenyl-2-carbonitrile), CC(=O)OI1(C2=CC=CC=C2C(=O)O1)(OC(=O)C)OC(=O)C (1,1,1-tris(acetyloxy)-1,1-dihydro-1,2-benziodoxol-3-(1H)-one), C(C)(=O)OCC (Ethyl acetate), S(=S)(=O)([O-])[O-].[Na+].[Na+] (sodium thiosulfate). The solvent is C(Cl)Cl (methylene chloride), O (water). Run at time 3 hour. Product: CC(C=O)(OC1=CC=C(C=C1)N1C=2N(C(=C(C1=O)CC1=CC=C(C=C1)C=1C(=CC=CC1)C#N)CCC)N=CN2)C (4′-({4-[4-(1,1-dimethyl-2-oxoethoxy)phenyl]-5-oxo-7-propyl-4,5-dihydro[1,2,4]triazolo[1,5-a]pyrimidin-6-yl}methyl)biphenyl-2-carbonitrile). Isolated yield 100.4%. RXN SMILES: [OH:1][CH2:2][C:3]([CH3:40])([CH3:39])[O:4][C:5]1[CH:10]=[CH:9][C:8]([N:11]2[C:16](=[O:17])[C:15]([CH2:18][C:19]3[CH:24]=[CH:23][C:22]([C:25]4[C:26]([C:31]#[N:32])=[CH:27][CH:28]=[CH:29][CH:30]=4)=[CH:21][CH:20]=3)=[C:14]([CH2:33][CH2:34][CH3:35])[N:13]3[N:36]=[CH:37][N:38]=[C:12]23)=[CH:7][CH:6]=1.CC(OI1(OC(C)=O)(OC(C)=O)OC(=O)C2C1=CC=CC=2)=O.C(OCC)(=O)C.S([O-])([O-])(=O)=S.[Na+].[Na+]>C(Cl)Cl.O>[CH3:40][C:3]([CH3:39])([O:4][C:5]1[CH:10]=[CH:9][C:8]([N:11]2[C:16](=[O:17])[C:15]([CH2:18][C:19]3[CH:24]=[CH:23][C:22]([C:25]4[C:26]([C:31]#[N:32])=[CH:27][CH:28]=[CH:29][CH:30]=4)=[CH:21][CH:20]=3)=[C:14]([CH2:33][CH2:34][CH3:35])[N:13]3[N:36]=[CH:37][N:38]=[C:12]23)=[CH:7][CH:6]=1)[CH:2]=[O:1] |f:3.4.5|. Procedure: To a solution of 4′-({4-[4-(2-hydroxy-1,1-dimethylethoxy)phenyl]-5-oxo-7-propyl-4,5-dihydro[1,2,4]triazolo[1,5-a]pyrimidin-6-yl}methyl)biphenyl-2-carbonitrile (0.97 g) in methylene chloride (10 mL) was added 1,1,1-tris(acetyloxy)-1,1-dihydro-1,2-benziodoxol-3-(1H)-one (2.3 g), and the mixture was stirred for 3 hr. Ethyl acetate, water and sodium thiosulfate were added to the reaction mixture, and the mixture was stirred for 30 min, and extracted with ethyl acetate. The organic layer was washed w...